From a dataset of the Open Reaction Database (ORD), a public repository of structured organic reaction records. describe an organic reaction: reactants, conditions, products, and yield The reactants are O=C([O-])[O-], CC(C)=O, CCCC[N+](CCCC)(CCCC)CCCC, [Cl-], ClCc1ccc(Cl)cc1, [I-], [K+], [K+], [K+], COC(=O)c1ccc(O)cc1O. Product: COC(=O)c1ccc(OCc2ccc(Cl)cc2)cc1O. Reaction SMILES: [C:15](=[O:16])([O-:17])[O-:18].[CH3:30][C:31](=[O:32])[CH3:33].[CH3:35][CH2:36][CH2:37][CH2:38][N+:39]([CH2:40][CH2:41][CH2:42][CH3:43])([CH2:44][CH2:45][CH2:46][CH3:47])[CH2:48][CH2:49][CH2:50][CH3:51].[Cl-:34].[Cl:21][c:22]1[cH:23][cH:24][c:25]([CH2:26][Cl:27])[cH:28][cH:29]1.[I-:14].[K+:13].[K+:19].[K+:20].[OH:1][c:2]1[c:3]([C:4](=[O:5])[O:6][CH3:7])[cH:8][cH:9][c:10]([OH:12])[cH:11]1>>[OH:1][c:2]1[c:3]([C:4](=[O:5])[O:6][CH3:7])[cH:8][cH:9][c:10]([O:12][CH2:26][c:25]2[cH:24][cH:23][c:22]([Cl:21])[cH:29][cH:28]2)[cH:11]1.